describe an organic reaction: reactants, conditions, products, and yield From a dataset of the Open Reaction Database (ORD), a public repository of structured organic reaction records. Reactants: [OH-].[K+] (potassium hydroxide), SC=1C=C2CCCC2=CC1 (5-mercaptoindan), C(=O)(O)C1=CC(=C(C=C1)CC(=O)O)I (4-carboxy-2-iodophenylacetic acid). The reagents and catalysts are [Cu] (copper). Run in ice water. Product: C(=O)(O)C1=CC(=C(C=C1)CC(=O)O)SC=1C=C2CCCC2=CC1 (4-Carboxy-2-(5-indanylthio)-phenylacetic acid). RXN SMILES: [OH-].[K+].[SH:3][C:4]1[CH:5]=[C:6]2[C:10](=[CH:11][CH:12]=1)[CH2:9][CH2:8][CH2:7]2.[C:13]([C:16]1[CH:21]=[CH:20][C:19]([CH2:22][C:23]([OH:25])=[O:24])=[C:18](I)[CH:17]=1)([OH:15])=[O:14]>[Cu]>[C:13]([C:16]1[CH:21]=[CH:20][C:19]([CH2:22][C:23]([OH:25])=[O:24])=[C:18]([S:3][C:4]2[CH:5]=[C:6]3[C:10](=[CH:11][CH:12]=2)[CH2:9][CH2:8][CH2:7]3)[CH:17]=1)([OH:15])=[O:14] |f:0.1|. Procedure: To 50% aqueous potassium hydroxide solution (500 g) under argon was added 5-mercaptoindan (30.0 g, 0.2 mole) and copper powder (16.3 g). Then 4-carboxy-2-iodophenylacetic acid (38.25 g, 0.125 mole) was added with mechanical stirring and the reaction mixture was stirred under reflux (oil-bath 140°-145° C.) for 3 hours. The mixture was diluted with ice-water (800 ml), filtered, and the filtrate was treated with charcoal and refiltered. Acidification of the alkaline solution precipitated a solid wh...